Dataset: the Open Reaction Database (ORD), a public repository of structured organic reaction records. Task: describe an organic reaction: reactants, conditions, products, and yield Starting materials: C(C)(=O)OCC (ethyl acetate), [OH-].[Li+] (lithium hydroxide), FC1=CC=C(C(CCNC2=C(NC3=CC(=CC=C23)Cl)C(=O)OC)=O)C=C1 (3-[(p-fluorophenacyl)methylamino]-2-carbmethoxy-6-chloroindole), CO (methanol). Solvent: O (water), O1CCCC1 (tetrahydrofuran), O (water). The product is FC1=CC=C(C(CCNC2=C(NC3=CC(=CC=C23)Cl)C(=O)O)=O)C=C1 (3-[(p-fluorophenacyl)methylamino]-2-carboxy-6-chloroindole). Yield: 86.2%. As a reaction SMILES: [F:1][C:2]1[CH:26]=[CH:25][C:5]([C:6](=[O:24])[CH2:7][CH2:8][NH:9][C:10]2[C:18]3[C:13](=[CH:14][C:15]([Cl:19])=[CH:16][CH:17]=3)[NH:12][C:11]=2[C:20]([O:22]C)=[O:21])=[CH:4][CH:3]=1.[OH-].[Li+].CO.C(OCC)(=O)C>O1CCCC1.O>[F:1][C:2]1[CH:3]=[CH:4][C:5]([C:6](=[O:24])[CH2:7][CH2:8][NH:9][C:10]2[C:18]3[C:13](=[CH:14][C:15]([Cl:19])=[CH:16][CH:17]=3)[NH:12][C:11]=2[C:20]([OH:22])=[O:21])=[CH:25][CH:26]=1 |f:1.2|. Reported procedure: Dissolve 3-[(p-fluorophenacyl)methylamino]-2-carbmethoxy-6-chloroindole 650 mg, 1.8 mmol) in tetrahydrofuran (10 mL) and water (10 mL). Add lithium hydroxide (227 mg, 5.4 mmol). Add methanol dropwise until an homogeneous solution forms. Stir the reaction at room temperature overnight. Dilute the reaction with water(10 mL) and ethyl acetate (25 mL). Acidify with 1N HCl and separate the layers. Dry the organic phase over magnesium sulfate, filter and concentrate 50% with heat. Reconstitute with ho...